This data is from the Open Reaction Database (ORD), a public repository of structured organic reaction records. The task is: describe an organic reaction: reactants, conditions, products, and yield Reaction SMILES: [Br:26][CH2:27][C:28]#[N:29].[C:1]([CH3:2])([CH3:3])([CH3:4])[O:5][C:6](=[O:7])[NH:8][c:9]1[cH:10][cH:11][c:12]([OH:19])[c:13]2[cH:14][cH:15][cH:16][cH:17][c:18]12.[C:20](=[O:21])([O-:22])[O-:23].[CH3:30][CH2:31][O:32][C:33](=[O:34])[CH3:35].[CH3:36][N:37]([CH3:38])[CH:39]=[O:40].[K+:24].[K+:25]>>[C:1]([CH3:2])([CH3:3])([CH3:4])[O:5][C:6](=[O:7])[NH:8][c:9]1[cH:10][cH:11][c:12]([O:19][CH2:27][C:28]#[N:29])[c:13]2[cH:14][cH:15][cH:16][cH:17][c:18]12. The product is CC(C)(C)OC(=O)Nc1ccc(OCC#N)c2ccccc12. The reactants are N#CCBr, CC(C)(C)OC(=O)Nc1ccc(O)c2ccccc12, O=C([O-])[O-], CCOC(C)=O, CN(C)C=O, [K+], [K+]. Starting materials: CCOC(C)=O, ClCCCl, COC(=O)C1=C(O)c2ccc3ccccc3c2S(=O)(=O)N1C, Nc1nncs1. Yields the product CN1C(C(=O)Nc2nncs2)=C(O)c2ccc3ccccc3c2S1(=O)=O. RXN SMILES: [C:29]([O:30][CH2:31][CH3:32])(=[O:33])[CH3:34].[CH2:35]([Cl:36])[CH2:37][Cl:38].[CH3:1][O:2][C:3](=[O:4])[C:5]1=[C:10]([OH:11])[c:9]2[c:8]([c:19]3[c:14]([cH:13][cH:12]2)[cH:15][cH:16][cH:17][cH:18]3)[S:7](=[O:20])(=[O:21])[N:6]1[CH3:22].[NH2:23][c:24]1[s:25][cH:26][n:27][n:28]1>>[O:2]=[C:3]([C:5]1=[C:10]([OH:11])[c:9]2[c:8]([c:19]3[c:14]([cH:13][cH:12]2)[cH:15][cH:16][cH:17][cH:18]3)[S:7](=[O:20])(=[O:21])[N:6]1[CH3:22])[NH:23][c:24]1[s:25][cH:26][n:27][n:28]1.